This data is from the Open Reaction Database (ORD), a public repository of structured organic reaction records. The task is: describe an organic reaction: reactants, conditions, products, and yield The reactants are ClCCC1(CCCl)c2ccccc2Sc2ccccc21, Cl, NCc1ccccc1, O. Product: c1ccc(CN2CCC3(CC2)c2ccccc2Sc2ccccc23)cc1. As a reaction SMILES: [Cl:1][CH2:2][CH2:3][C:4]1([CH2:18][CH2:19][Cl:20])[c:5]2[cH:6][cH:7][cH:8][cH:9][c:10]2[S:11][c:12]2[cH:13][cH:14][cH:15][cH:16][c:17]21.[ClH:29].[NH2:21][CH2:22][c:23]1[cH:24][cH:25][cH:26][cH:27][cH:28]1.[OH2:30]>>[CH2:2]1[CH2:3][C:4]2([c:5]3[cH:6][cH:7][cH:8][cH:9][c:10]3[S:11][c:12]3[cH:13][cH:14][cH:15][cH:16][c:17]32)[CH2:18][CH2:19][N:21]1[CH2:22][c:23]1[cH:24][cH:25][cH:26][cH:27][cH:28]1. Starting materials: ClCc1ccc(Cl)cc1, [H-], [Na+], CN(C)C=O, CCOC(=O)c1cc2ccccc2[nH]1. The product is CCOC(=O)c1cc2ccccc2n1Cc1ccc(Cl)cc1. RXN SMILES: [Cl:17][c:18]1[cH:19][cH:20][c:21]([CH2:22][Cl:23])[cH:24][cH:25]1.[H-:15].[Na+:16].[O:26]=[CH:27][N:28]([CH3:29])[CH3:30].[nH:1]1[c:2]([C:10](=[O:11])[O:12][CH2:13][CH3:14])[cH:3][c:4]2[cH:5][cH:6][cH:7][cH:8][c:9]12>>[n:1]1([CH2:22][c:21]2[cH:20][cH:19][c:18]([Cl:17])[cH:25][cH:24]2)[c:2]([C:10](=[O:11])[O:12][CH2:13][CH3:14])[cH:3][c:4]2[cH:5][cH:6][cH:7][cH:8][c:9]12. Starting materials: C1(CCCC1)S(=O)(=O)C=1C=C(C=CC1[N+](=O)[O-])C (3-cyclopentanesulfonyl-4-nitrotoluene), C1(CCCC1)S (cyclopentyl mercaptan), FC=1C=C(C=CC1[N+](=O)[O-])C (3-fluoro-4-nitrotoluene), C1(CCCC1)S(=O)(=O)C1=C(N)C=CC(=C1)C (2-cyclopentanesulfonyl-4-methyl-aniline), NC=1SC=CN1 (2-aminothiazole), C1(CCCC1)S(=O)(=O)C=1C=C(C=CC1[N+](=O)[O-])C (3-Cyclopentanesulfonyl-4-nitrotoluene), C1(CCCC1)S(=O)(=O)C1=C(N)C=CC(=C1)C (2-cyclopentanesulfonyl-4-methyl-aniline). Yields the product 3-Cyclopentanesulfanyl-4-nitrotoluene, C1(CCCC1)S(=O)(=O)C1=C(C=CC(=C1)C)NC(=O)NC=1SC=CN1 (1-(2-Cyclopentanesulfonyl-4-methyl-phenyl)-3-thiazol-2-yl-urea). The yield is 62.0%. Reaction SMILES: [CH:1]1([SH:6])CCC[CH2:2]1.FC1C=C(C)C=CC=1[N+]([O-])=[O:15].[CH:18]1([S:23]([C:26]2[CH:27]=[C:28]([CH3:35])[CH:29]=[CH:30][C:31]=2[N+:32]([O-])=O)(=[O:25])=[O:24])[CH2:22][CH2:21][CH2:20][CH2:19]1.C1(S(C2C=C(C)C=CC=2N)(=O)=O)CCCC1.[NH2:52][C:53]1SC=[CH:56][N:57]=1>>[CH:18]1([S:23]([C:26]2[CH:27]=[C:28]([CH3:35])[CH:29]=[CH:30][C:31]=2[NH:32][C:56]([NH:57][C:53]2[S:6][CH:1]=[CH:2][N:52]=2)=[O:15])(=[O:25])=[O:24])[CH2:22][CH2:21][CH2:20][CH2:19]1. Reported procedure: 3-Cyclopentanesulfanyl-4-nitrotoluene (0.83 g, 70%) was prepared from cyclopentyl mercaptan and 3-fluoro-4-nitrotoluene (0.77 g, 5.0 mmol) following the general procedure A. This was oxidized to 3-cyclopentanesulfonyl-4-nitrotoluene (0.84 g, 90%) following general procedure R. 3-Cyclopentanesulfonyl-4-nitrotoluene was reduced to 2-cyclopentanesulfonyl-4-methyl-aniline (0.53 g, 70%) following general procedure C. 1-(2-Cyclopentanesulfonyl-4-methyl-phenyl)-3-thiazol-2-yl-urea (225 mg, 62%) was pre... The reactants are ClC1=CC=C2C(=C(N(C2=C1)C)C=1C=NC=C(C1)C=O)C#N (6-chloro-2-(5-formyl-pyridin-3-yl)-1-methyl-1H-indole-3-carbonitrile), FC(S(=O)(=O)N)(F)F (trifluoromethanesulfonamide). Yields the product ClC1=CC=C2C(=C(N(C2=C1)C)C=1C=C(C=NC1)CNS(=O)(=O)C(F)(F)F)C#N (N-[5-(6-chloro-3-cyano-1-methyl-1H-indol-2-yl)-pyridin-3-ylmethyl]-C,C,C-trifluoromethanesulfonamide). RXN SMILES: [Cl:1][C:2]1[CH:10]=[C:9]2[C:5]([C:6]([C:20]#[N:21])=[C:7]([C:12]3[CH:13]=[N:14][CH:15]=[C:16]([CH:18]=O)[CH:17]=3)[N:8]2[CH3:11])=[CH:4][CH:3]=1.[F:22][C:23]([F:29])([F:28])[S:24]([NH2:27])(=[O:26])=[O:25]>>[Cl:1][C:2]1[CH:10]=[C:9]2[C:5]([C:6]([C:20]#[N:21])=[C:7]([C:12]3[CH:17]=[C:16]([CH2:18][NH:27][S:24]([C:23]([F:29])([F:28])[F:22])(=[O:26])=[O:25])[CH:15]=[N:14][CH:13]=3)[N:8]2[CH3:11])=[CH:4][CH:3]=1. Procedure details: 6-Chloro-2-(5-formyl-pyridin-3-yl)-1-methyl-1H-indole-3-carbonitrile (Example 126) and trifluoromethanesulfonamide are processed according to the method described in Example 170 to give N-[5-(6-chloro-3-cyano-1-methyl-1H-indol-2-yl)-pyridin-3-ylmethyl]-C,C,C-trifluoromethanesulfonamide. 1H NMR (400 MHz, DMSO-d6) δ ppm 3.78 (s, 3H), 4.56 (s, 2H), 7.37 (dd, J=8.5, 1.9 Hz, 1H), 7.73 (d, J=8.6 Hz, 1H), 7.97 (d, J=1.5 Hz, 1H), 8.09 (t, J=2.1 Hz, 1H), 8.78 (d, J=2.3 Hz, 1H), 8.83 (d, J=2.0 Hz, 1H), 10... Starting materials: CC(C)C[Al+]CC(C)C, Cc1ccccc1, CO, O=C(O)c1cc(I)ccc1Cl, Cl, [H-]. Yields the product OCc1cc(I)ccc1Cl. Reaction SMILES: [CH2:20]([Al+:21][CH2:22][CH:23]([CH3:24])[CH3:25])[CH:26]([CH3:27])[CH3:28].[CH3:12][c:13]1[cH:14][cH:15][cH:16][cH:17][cH:18]1.[CH3:30][OH:31].[Cl:1][c:2]1[c:3]([C:4](=[O:5])[OH:6])[cH:7][c:8]([I:11])[cH:9][cH:10]1.[ClH:29].[H-:19]>>[Cl:1][c:2]1[c:3]([CH2:4][OH:5])[cH:7][c:8]([I:11])[cH:9][cH:10]1. Product: COC(=O)COc1ccc(CCC(=O)O)cc1. RXN SMILES: [C:1]([CH3:2])([CH3:3])([CH3:4])[O:5][C:6]([CH2:7][CH2:8][c:9]1[cH:10][cH:11][c:12]([O:15][CH2:16][C:17](=[O:18])[O:19][CH3:20])[cH:13][cH:14]1)=[O:21].[Cl:29][CH2:30][Cl:31].[F:22][C:23]([F:24])([F:25])[C:26]([OH:27])=[O:28]>>[O:5]=[C:6]([CH2:7][CH2:8][c:9]1[cH:10][cH:11][c:12]([O:15][CH2:16][C:17](=[O:18])[O:19][CH3:20])[cH:13][cH:14]1)[OH:21]. Starting materials: COC(=O)COc1ccc(CCC(=O)OC(C)(C)C)cc1, ClCCl, O=C(O)C(F)(F)F.